This data is from the Open Reaction Database (ORD), a public repository of structured organic reaction records. The task is: describe an organic reaction: reactants, conditions, products, and yield The reactants are B, C1CCOC1, C1CCOC1, Cl, CC(Oc1ccc(C(=O)O)cc1C(F)(F)F)C(F)(F)F. Yields the product CC(Oc1ccc(CO)cc1C(F)(F)F)C(F)(F)F. As a reaction SMILES: [BH3:21].[CH2:22]1[O:23][CH2:24][CH2:25][CH2:26]1.[CH2:28]1[O:29][CH2:30][CH2:31][CH2:32]1.[ClH:27].[F:1][C:2]([c:3]1[cH:4][c:5]([C:6](=[O:7])[OH:8])[cH:9][cH:10][c:11]1[O:12][CH:13]([C:14]([F:15])([F:16])[F:17])[CH3:18])([F:19])[F:20]>>[F:1][C:2]([c:3]1[cH:4][c:5]([CH2:6][OH:7])[cH:9][cH:10][c:11]1[O:12][CH:13]([C:14]([F:15])([F:16])[F:17])[CH3:18])([F:19])[F:20]. Starting materials: Cl.COC(=O)C=1NC2=C(C=CC(=C2C1)C(CNC)=O)O (4-methylaminoacetyl-7-hydroxyindole-2-carboxylic acid methyl ester hydrochloride). The reagents and catalysts are [Pd] (palladium). The solvent is CO (methanol). Product: Cl.COC(=O)C=1NC2=C(C=CC(=C2C1)C(CNC)O)O (4-(1-hydroxy-2-methylaminoethyl)- 7-hydroxyindole-2-carboxylic acid methyl ester hydrochloride). Yield: 25.7%. Reaction SMILES: [ClH:1].[CH3:2][O:3][C:4]([C:6]1[NH:7][C:8]2[C:13]([CH:14]=1)=[C:12]([C:15](=[O:19])[CH2:16][NH:17][CH3:18])[CH:11]=[CH:10][C:9]=2[OH:20])=[O:5]>CO.[Pd]>[ClH:1].[CH3:2][O:3][C:4]([C:6]1[NH:7][C:8]2[C:13]([CH:14]=1)=[C:12]([CH:15]([OH:19])[CH2:16][NH:17][CH3:18])[CH:11]=[CH:10][C:9]=2[OH:20])=[O:5] |f:0.1,4.5|. Procedure: A solution of 896 mg of 4-methylaminoacetyl-7-hydroxyindole-2-carboxylic acid methyl ester hydrochloride in 30 ml of methanol is combined with 150 mg of 10% palladium-animal charcoal catalyst and hydrogenated under shaking at normal pressure. The reaction mixture is then filtered and the filtrate evaporated to dryness under vacuum. The residue is extracted by boiling with 20 ml of acetonitrile and the insoluble proportion is vacuum-filtered and recrystallized from ethanol, thus producing 232 mg ... The reactants are CCCOC1C(O)C(CO)OC1n1ccc(NC(=O)c2ccccc2)nc1=O, COc1cccc(C(Cl)(c2ccccc2)c2ccccc2)c1OC. The product is CCCOC1C(O)C(COC(c2ccccc2)(c2ccccc2)c2cccc(OC)c2OC)OC1n1ccc(NC(=O)c2ccccc2)nc1=O. RXN SMILES: [C:1]([c:2]1[cH:3][cH:4][cH:5][cH:6][cH:7]1)(=[O:8])[NH:9][c:10]1[n:11][c:12](=[O:28])[n:13]([CH:14]2[CH:15]([O:16][CH2:17][CH2:18][CH3:19])[CH:20]([OH:21])[CH:22]([CH2:23][OH:24])[O:25]2)[cH:26][cH:27]1.[CH3:29][O:30][c:31]1[c:32]([O:51][CH3:52])[c:33]([C:34]([c:35]2[cH:36][cH:37][cH:38][cH:39][cH:40]2)([c:41]2[cH:42][cH:43][cH:44][cH:45][cH:46]2)[Cl:47])[cH:48][cH:49][cH:50]1>>[C:1]([c:2]1[cH:3][cH:4][cH:5][cH:6][cH:7]1)(=[O:8])[NH:9][c:10]1[n:11][c:12](=[O:28])[n:13]([CH:14]2[CH:15]([O:16][CH2:17][CH2:18][CH3:19])[CH:20]([OH:21])[CH:22]([CH2:23][O:24][C:34]([c:33]3[c:32]([O:51][CH3:52])[c:31]([O:30][CH3:29])[cH:50][cH:49][cH:48]3)([c:35]3[cH:36][cH:37][cH:38][cH:39][cH:40]3)[c:41]3[cH:42][cH:43][cH:44][cH:45][cH:46]3)[O:25]2)[cH:26][cH:27]1. The reactants are [N+](=O)([O-])C1=CC=C(C(=O)Cl)C=C1 (paranitrobenzoyl chloride), C1(=CC=CC=C1)C1(CCC(CC1)CCCC)C1=CC=CC=C1 (1,1-diphenyl-4-butylcyclohexane), ice, Cl (HCl). Reagents/catalysts: [Fe](Cl)Cl (iron chloride). The solvent is ClCCCl (1,2-dichloroethane), ClCCCl (1,2-dichloroethane). Reaction conditions: temperature 80 celsius. Yields the product [N+](=O)([O-])C1=CC=C(C(=O)C2=CC=C(C=C2)C2(CCC(CC2)CCCC)C2=CC=C(C=C2)C(C2=CC=C(C=C2)[N+](=O)[O-])=O)C=C1 (1,1-bis(4-(4-nitrobenzoyl)phenyl)-4-butylcyclohexane). Isolated yield 55.0%. As a reaction SMILES: [N+:1]([C:4]1[CH:12]=[CH:11][C:7]([C:8](Cl)=[O:9])=[CH:6][CH:5]=1)([O-:3])=[O:2].[C:13]1([C:19]2([C:29]3[CH:34]=[CH:33][CH:32]=[CH:31][CH:30]=3)[CH2:24][CH2:23][CH:22]([CH2:25][CH2:26][CH2:27][CH3:28])[CH2:21][CH2:20]2)[CH:18]=[CH:17][CH:16]=[CH:15][CH:14]=1.Cl>ClCCCl.[Fe](Cl)Cl>[N+:1]([C:4]1[CH:12]=[CH:11][C:7]([C:8]([C:16]2[CH:15]=[CH:14][C:13]([C:19]3([C:29]4[CH:30]=[CH:31][C:32]([C:8](=[O:9])[C:7]5[CH:6]=[CH:5][C:4]([N+:1]([O-:3])=[O:2])=[CH:12][CH:11]=5)=[CH:33][CH:34]=4)[CH2:24][CH2:23][CH:22]([CH2:25][CH2:26][CH2:27][CH3:28])[CH2:21][CH2:20]3)=[CH:18][CH:17]=2)=[O:9])=[CH:6][CH:5]=1)([O-:3])=[O:2]. Procedure details: In a 10-liters three-necked flask equipped with a stirring device, a thermometer and a nitrogen substituting device, 629 g (3.88 mole) of iron chloride and 1.7 liters of 1,2-dichloroethane were mixed, and 595 g (3.21 mole) of paranitrobenzoyl chloride was introduced with ice cooling to be dissolved. After warming the reaction solution to 80° C., a solution of 391 g (1.34 mole) of 1,1-diphenyl-4-butylcyclohexane in 630 milliliters of 1,2-dichloroethane was added dropwise for 3 hours and 30 minute... Reactants: CN(C)C(=[N+](C)C)ON1C2=C(C=CC=C2)N=N1.[B-](F)(F)(F)F (TBTU), NCC(C)(C)N (1,2-diamino-2-methylpropane), NCC(C)(C)N (1,2-diamino-2-methylpropane), FC1=C(COC=2C=3N(C=C(C2)F)C(=C(N3)C)C(=O)O)C(=CC=C1)F (8-[(2,6-difluorobenzyl)oxy]-6-fluoro-2-methylimidazo[1,2-a]pyridine-3-carboxylic acid), F[B-](F)(F)F.N1(N=NC2=C1C=CC=C2)O[C+](N(C)C)N(C)C ((benzotriazol-1-yloxy)bisdimethylaminomethylium fluoroborate), CN1CCOCC1 (4-methylmorpholine). Run in O (Water), CN(C)C=O (DMF). Run at time 10 minute. Product: NC(CNC(=O)C1=C(N=C2N1C=C(C=C2OCC2=C(C=CC=C2F)F)F)C)(C)C (N-(2-Amino-2-methylpropyl)-8-[(2,6-difluorobenzyl)oxy]-6-fluoro-2-methylimidazo[1,2-a]-pyridine-3-carboxamide). As a reaction SMILES: [F:1][C:2]1[CH:23]=[CH:22][CH:21]=[C:20]([F:24])[C:3]=1[CH2:4][O:5][C:6]1[C:7]2[N:8]([C:13]([C:17]([OH:19])=O)=[C:14]([CH3:16])[N:15]=2)[CH:9]=[C:10]([F:12])[CH:11]=1.F[B-](F)(F)F.N1(O[C+](N(C)C)N(C)C)C2C=CC=CC=2N=N1.CN1CCOCC1.[NH2:54][CH2:55][C:56]([NH2:59])([CH3:58])[CH3:57]>CN(C=O)C.O>[NH2:59][C:56]([CH3:58])([CH3:57])[CH2:55][NH:54][C:17]([C:13]1[N:8]2[CH:9]=[C:10]([F:12])[CH:11]=[C:6]([O:5][CH2:4][C:3]3[C:2]([F:1])=[CH:23][CH:22]=[CH:21][C:20]=3[F:24])[C:7]2=[N:15][C:14]=1[CH3:16])=[O:19] |f:1.2|. Procedure: 45 mg of 8-[(2,6-difluorobenzyl)oxy]-6-fluoro-2-methylimidazo[1,2-a]pyridine-3-carboxylic acid Example 11A, 0.13 mmol, 1 equivalent), 65 mg of (benzotriazol-1-yloxy)bisdimethylaminomethylium fluoroborate (TBTU, 0.2 mmol, 1.5 equivalents) and 54 mg of 4-methylmorpholine (0.54 mmol, 4 equivalents) were initially charged in 0.9 ml of DMF. After 10 min at RT, 24 mg of 1,2-diamino-2-methylpropane (0.27 mmol, 2 equivalents) were added and the mixture was stirred at RT overnight. Another 22 mg equivale... Starting materials: C([O-])([O-])=O.[Cs+].[Cs+] (cesium carbonate), C1(=CC=CC=C1)P(C1=CC=CC=2C(C3=CC=CC(=C3OC12)P(C1=CC=CC=C1)C1=CC=CC=C1)(C)C)C1=CC=CC=C1 (4,5-bis(diphenylphosphino)-9,9-dimethylxanthene), IC1=CC(=C(C#N)C=C1)OC (4-iodo-2-methoxybenzonitrile), CC1(C(NC(C1=O)C)=O)C (3,3,5-trimethylpyrrolidine-2,4-dione). Reagents/catalysts: C=1C=CC(=CC1)/C=C/C(=O)/C=C/C2=CC=CC=C2.C=1C=CC(=CC1)/C=C/C(=O)/C=C/C2=CC=CC=C2.C=1C=CC(=CC1)/C=C/C(=O)/C=C/C2=CC=CC=C2.[Pd].[Pd] (tris(dibenzylideneacetone)dipalladium(0)). The product is COC1=C(C#N)C=CC(=C1)N1C(C(C(C1C)=O)(C)C)=O (2-methoxy-4-(3,3,5-trimethyl-2,4-dioxopyrrolidin-1-yl)benzonitrile), solid. Isolated yield 49.0%. Reaction SMILES: I[C:2]1[CH:9]=[CH:8][C:5]([C:6]#[N:7])=[C:4]([O:10][CH3:11])[CH:3]=1.[CH3:12][C:13]1([CH3:21])[C:17](=[O:18])[CH:16]([CH3:19])[NH:15][C:14]1=[O:20].C(=O)([O-])[O-].[Cs+].[Cs+].C1(P(C2C=CC=CC=2)C2C3OC4C(=CC=CC=4P(C4C=CC=CC=4)C4C=CC=CC=4)C(C)(C)C=3C=CC=2)C=CC=CC=1>C1C=CC(/C=C/C(/C=C/C2C=CC=CC=2)=O)=CC=1.C1C=CC(/C=C/C(/C=C/C2C=CC=CC=2)=O)=CC=1.C1C=CC(/C=C/C(/C=C/C2C=CC=CC=2)=O)=CC=1.[Pd].[Pd]>[CH3:11][O:10][C:4]1[CH:3]=[C:2]([N:15]2[CH:16]([CH3:19])[C:17](=[O:18])[C:13]([CH3:21])([CH3:12])[C:14]2=[O:20])[CH:9]=[CH:8][C:5]=1[C:6]#[N:7] |f:2.3.4,6.7.8.9.10|. Reported procedure: Using 4-iodo-2-methoxybenzonitrile (835 mg), 3,3,5-trimethylpyrrolidine-2,4-dione (350 mg), cesium carbonate (1.21 g), tris(dibenzylideneacetone)dipalladium(0) (227 mg) and 4,5-bis(diphenylphosphino)-9,9-dimethylxanthene (287 mg), and in the same manner as in Reference Example 3, the title compound was obtained as a colorless solid (yield: 330 mg, 49%). Starting materials: FC1=C(NC(C)=O)C=C(C=C1)F (2',5'-difluoroacetanilide), C(C)(=O)O (acetic acid), ice, [N+](=O)(O)[O-] (nitric acid). The solvent is S(O)(O)(=O)=O (sulfuric acid), S(O)(O)(=O)=O (sulfuric acid). Conditions: temperature 0 celsius, time 1 hour. Product: FC1=C(NC(C)=O)C=C(C(=C1)[N+](=O)[O-])F (2',5'-Difluoro-4'-nitroacetanilide). Reaction SMILES: [N+:1]([O-:4])(O)=[O:2].[F:5][C:6]1[CH:15]=[CH:14][C:13]([F:16])=[CH:12][C:7]=1[NH:8][C:9](=[O:11])[CH3:10].C(O)(=O)C>S(=O)(=O)(O)O>[F:5][C:6]1[CH:15]=[C:14]([N+:1]([O-:4])=[O:2])[C:13]([F:16])=[CH:12][C:7]=1[NH:8][C:9](=[O:11])[CH3:10]. Reported procedure: A mixture of nitric acid (21.85 mL) and sulfuric acid (28.5 mL) is added dropwise to a mixture of 2',5'-difluoroacetanilide (44.2 g, 0.281 mol) and acetic acid (19 mL) in sulfuric acid (190 mL) while maintaining the reaction mixture temperature below 10° C. After the addition is complete, the reaction mixture is stirred at 0° C. for one hour and poured onto cracked ice (2 L). The aqueous mixture is filtered to obtain a solid. The solid is air dried and recrystallized from ethanol to give the tit... Reactants: 15N sodium hydroxide, C1(=CC=CC=C1)S(=O)(=O)NC1CC2=CC=C(C=C2C1)\C(=C/C(=O)OCC)\C (ethyl 3-(2-benzenesulphonamidoindan-5-yl)-crotonate). The solvent is C(C)O (ethanol). Run at time 1 hour. Product: C1(=CC=CC=C1)S(=O)(=O)NC1CC2=CC=C(C=C2C1)\C(=C/C(=O)O)\C (3-(2-Benzenesulphonamido-indan-5-yl)-crotonic acid). As a reaction SMILES: [C:1]1([S:7]([NH:10][CH:11]2[CH2:19][C:18]3[C:13](=[CH:14][CH:15]=[C:16](/[C:20](/[CH3:27])=[CH:21]\[C:22]([O:24]CC)=[O:23])[CH:17]=3)[CH2:12]2)(=[O:9])=[O:8])[CH:6]=[CH:5][CH:4]=[CH:3][CH:2]=1>C(O)C>[C:1]1([S:7]([NH:10][CH:11]2[CH2:19][C:18]3[C:13](=[CH:14][CH:15]=[C:16](/[C:20](/[CH3:27])=[CH:21]\[C:22]([OH:24])=[O:23])[CH:17]=3)[CH2:12]2)(=[O:9])=[O:8])[CH:2]=[CH:3][CH:4]=[CH:5][CH:6]=1. Reported procedure: 3.4 ml of 15N sodium hydroxide solution are added to 9.1 g (23.6 mmol) of ethyl 3-(2-benzenesulphonamidoindan-5-yl)-crotonate in 100 ml of ethanol and the mixture is boiled for 1 hour. The sodium salt is precipitated on cooling. It is filtered off with suction and dissolved in water. The free acid is precipitated by adding hydrochloric acid and is recrystallised from isopropanol. Reactants: COc1ccc(C(=O)OC(C(=O)O)(C(=O)c2ccc(OC)cc2)C(O)C(=O)O)cc1, O=C([O-])O, COc1ccc(-n2cnnn2)cc1C(=O)Cl, CC(C)=O, CC(C)=O, OCCC1(c2ccc(Cl)c(Cl)c2)CCNC1, [Na+], O. Product: COc1ccc(-n2cnnn2)cc1C(=O)N1CCC(CCO)(c2ccc(Cl)c(Cl)c2)C1. Reaction SMILES: [C:1]([O:2][C:3]([C:4](=[O:5])[c:6]1[cH:7][cH:8][c:9]([O:10][CH3:11])[cH:12][cH:13]1)([CH:14]([C:15]([OH:16])=[O:17])[OH:18])[C:19]([OH:20])=[O:21])(=[O:22])[c:23]1[cH:24][cH:25][c:26]([O:27][CH3:28])[cH:29][cH:30]1.[C:47](=[O:48])([OH:49])[O-:50].[CH3:52][O:53][c:54]1[c:55]([C:56](=[O:57])[Cl:58])[cH:59][c:60](-[n:63]2[n:64][n:65][n:66][cH:67]2)[cH:61][cH:62]1.[CH3:69][C:70]([CH3:71])=[O:72].[CH3:73][C:74](=[O:75])[CH3:76].[Cl:31][c:32]1[cH:33][c:34]([C:39]2([CH2:44][CH2:45][OH:46])[CH2:40][NH:41][CH2:42][CH2:43]2)[cH:35][cH:36][c:37]1[Cl:38].[Na+:51].[OH2:68]>>[Cl:31][c:32]1[cH:33][c:34]([C:39]2([CH2:44][CH2:45][OH:46])[CH2:40][N:41]([C:56]([c:55]3[c:54]([O:53][CH3:52])[cH:62][cH:61][c:60](-[n:63]4[n:64][n:65][n:66][cH:67]4)[cH:59]3)=[O:57])[CH2:42][CH2:43]2)[cH:35][cH:36][c:37]1[Cl:38]. The reactants are Clc1ccncc1Br, O=C([O-])[O-], CN1CCCC1=O, [Cs+], [Cs+], Oc1ccc2nc(NC3CCCCC3O)sc2c1. Yields the product OC1CCCCC1Nc1nc2ccc(Oc3ccncc3Br)cc2s1. RXN SMILES: [Br:25][c:26]1[cH:27][n:28][cH:29][cH:30][c:31]1[Cl:32].[C:19](=[O:20])([O-:21])[O-:22].[CH3:33][N:34]1[CH2:35][CH2:36][CH2:37][C:38]1=[O:39].[Cs+:23].[Cs+:24].[OH:1][CH:2]1[CH:3]([NH:8][c:9]2[s:10][c:11]3[c:12]([n:13]2)[cH:14][cH:15][c:16]([OH:18])[cH:17]3)[CH2:4][CH2:5][CH2:6][CH2:7]1>>[OH:1][CH:2]1[CH:3]([NH:8][c:9]2[s:10][c:11]3[c:12]([n:13]2)[cH:14][cH:15][c:16]([O:18][c:31]2[c:26]([Br:25])[cH:27][n:28][cH:29][cH:30]2)[cH:17]3)[CH2:4][CH2:5][CH2:6][CH2:7]1.